Task: describe an organic reaction: reactants, conditions, products, and yield. Dataset: the Open Reaction Database (ORD), a public repository of structured organic reaction records Starting materials: O=C(O)C1CCc2ccccc2C1, COC(=O)C1CCCN1. Product: COC(=O)C1CCCN1C(=O)C1CCc2ccccc2C1. RXN SMILES: [CH2:1]1[CH:2]([C:11](=[O:12])[OH:13])[CH2:3][CH2:4][c:5]2[cH:6][cH:7][cH:8][cH:9][c:10]21.[CH3:14][O:15][C:16]([CH:17]1[NH:18][CH2:19][CH2:20][CH2:21]1)=[O:22]>>[CH2:1]1[CH:2]([C:11](=[O:13])[N:18]2[CH:17]([C:16]([O:15][CH3:14])=[O:22])[CH2:21][CH2:20][CH2:19]2)[CH2:3][CH2:4][c:5]2[cH:6][cH:7][cH:8][cH:9][c:10]21. The reactants are C(C)OC(=O)C=1NC=NC1C (5-Methyl-3H-imidazole-4-carboxylic acid ethyl ester), C1CC(=O)N(C1=O)I (NIS). Run in C1CCOC1 (THF). Product: C(C)OC(=O)C=1NC(=NC1C)I (2-Iodo-5-methyl-3H-imidazole-4-carboxylic acid ethyl ester). As a reaction SMILES: [CH2:1]([O:3][C:4]([C:6]1[NH:7][CH:8]=[N:9][C:10]=1[CH3:11])=[O:5])[CH3:2].C1C(=O)N([I:19])C(=O)C1>C1COCC1>[CH2:1]([O:3][C:4]([C:6]1[NH:7][C:8]([I:19])=[N:9][C:10]=1[CH3:11])=[O:5])[CH3:2]. Reported procedure: A solution of 5 g 5-Methyl-3H-imidazole-4-carboxylic acid ethyl ester and 7.2 g NIS in 50 ml THF were refluxed for 10 h. After cooling, the solvent was removed under reduced pressure and the residue taken-up in ethyl acetate, washed with sat. NaS2O3 solution and dried over MgSO4. After removal of the solvent under reduced pressure the product was purified by recrystallisation from ethyl acetate. Yield: 7 g The reactants are CC1CC=C(c2nnn[nH]2)CN1CC(=O)O, CC(C)I. The product is CC1CC=C(c2nnn(C(C)C)n2)CN1CC(=O)O. Reaction SMILES: [C:1](=[O:2])([OH:3])[CH2:4][N:5]1[CH2:6][C:7]([c:12]2[n:13][n:14][n:15][nH:16]2)=[CH:8][CH2:9][CH:10]1[CH3:11].[CH:17]([CH3:18])([CH3:19])[I:20]>>[C:1](=[O:2])([OH:3])[CH2:4][N:5]1[CH2:6][C:7]([c:12]2[n:13][n:14]([CH:17]([CH3:18])[CH3:19])[n:15][n:16]2)=[CH:8][CH2:9][CH:10]1[CH3:11]. The reactants are ClC=1C(=CC(=C(C1)/C=C/C(=O)OC)N1N=NN=C1)F ((E)-methyl 3-(5-chloro-4-fluoro-2-(1H-tetrazol-1-yl)phenyl)acrylate), [OH-].[Na+] (NaOH). The solvent is CO (MeOH), C1CCOC1 (THF). Conditions: time 2 hour. Product: ClC=1C(=CC(=C(C1)/C=C/C(=O)O)N1N=NN=C1)F ((E)-3-(5-chloro-4-fluoro-2-(1H-tetrazol-1-yl)phenyl)acrylic acid). Isolated yield 42.1%. RXN SMILES: [Cl:1][C:2]1[C:3]([F:19])=[CH:4][C:5]([N:14]2[CH:18]=[N:17][N:16]=[N:15]2)=[C:6](/[CH:8]=[CH:9]/[C:10]([O:12]C)=[O:11])[CH:7]=1.[OH-].[Na+]>CO.C1COCC1>[Cl:1][C:2]1[C:3]([F:19])=[CH:4][C:5]([N:14]2[CH:18]=[N:17][N:16]=[N:15]2)=[C:6](/[CH:8]=[CH:9]/[C:10]([OH:12])=[O:11])[CH:7]=1 |f:1.2|. Reported procedure: To Intermediate 5C (5 g, 17.7 mmol) in MeOH (50 mL) and THF (25 mL) was added 10% NaOH solution (25 mL). After 2 h, the reaction was concentrated and the residue was diluted with H2O. The pH was adjusted to 2 to 3 with 1.5N HCl and the resultant solid was filtered and washed with petroleum ether to afford 2 g of Intermediate 5. MS (ESI) m/z: 269.0 (M+H)+. The reactants are S(=O)(=O)(C(F)(F)F)OS(=O)(=O)C(F)(F)F (triflic anhydride), BrC=1C=C(C=O)C=C(C1O)Br (3,5-dibromo-4-hydroxy-benzaldehyde), O (water). The solvent is N1=CC=CC=C1 (pyridine). Conditions: time 1 hour. Product: BrC=1C=C(C=O)C=C(C1OS(=O)(=O)C(F)(F)F)Br (3,5-Dibromo-4-[[(trifluoromethyl)sulphonyl]oxy]-benzaldehyde). RXN SMILES: [S:1]([O:8]S(C(F)(F)F)(=O)=O)([C:4]([F:7])([F:6])[F:5])(=[O:3])=[O:2].[Br:16][C:17]1[CH:18]=[C:19]([CH:22]=[C:23]([Br:26])[C:24]=1O)[CH:20]=[O:21].O>N1C=CC=CC=1>[Br:16][C:17]1[CH:18]=[C:19]([CH:22]=[C:23]([Br:26])[C:24]=1[O:8][S:1]([C:4]([F:7])([F:6])[F:5])(=[O:3])=[O:2])[CH:20]=[O:21]. Procedure details: 14.73 ml of triflic anhydride is added, under inert gas and at 0° C., to 19.0 g of 3,5-dibromo-4-hydroxy-benzaldehyde in 100 ml of pyridine. Agitation is carried out for 1 hour while allowing the temperature to return to ambient, the reaction medium is poured into water and the aqueous phase is extracted with 3 times 150 ml of dichloromethane. The organic phases are dried and evaporated to dryness under reduced pressure. 23.83 g of crude product is obtained which is purified by filtration chroma... Starting materials: COCCOCOC=1C=C(C=CC1)I (3-(2-Methoxy-ethoxymethoxy)-phenyliodide), cuprous iodide, N1CCCCC1 (piperidine), C[Si](C)(C)C#C ((trimethylsilyl)acetylene). Reagents/catalysts: C=1C=CC(=CC1)[P](C=2C=CC=CC2)(C=3C=CC=CC3)[Pd]([P](C=4C=CC=CC4)(C=5C=CC=CC5)C=6C=CC=CC6)([P](C=7C=CC=CC7)(C=8C=CC=CC8)C=9C=CC=CC9)[P](C=1C=CC=CC1)(C=1C=CC=CC1)C=1C=CC=CC1 (tetrakis(triphenylphosphine)palladium). Solvent: C1CCOC1 (THF). Run at time 2 hour. Yields the product COCCOCOC=1C=C(C=CC1)C#C[Si](C)(C)C ([3-(2-Methoxy-ethoxymethoxy)-phenylethynyl]-trimethyl silane). Reaction SMILES: [CH3:1][O:2][CH2:3][CH2:4][O:5][CH2:6][O:7][C:8]1[CH:9]=[C:10](I)[CH:11]=[CH:12][CH:13]=1.N1CCCCC1.[CH3:21][Si:22]([C:25]#[CH:26])([CH3:24])[CH3:23]>C1COCC1.C1C=CC([P]([Pd]([P](C2C=CC=CC=2)(C2C=CC=CC=2)C2C=CC=CC=2)([P](C2C=CC=CC=2)(C2C=CC=CC=2)C2C=CC=CC=2)[P](C2C=CC=CC=2)(C2C=CC=CC=2)C2C=CC=CC=2)(C2C=CC=CC=2)C2C=CC=CC=2)=CC=1>[CH3:1][O:2][CH2:3][CH2:4][O:5][CH2:6][O:7][C:8]1[CH:9]=[C:10]([C:26]#[C:25][Si:22]([CH3:24])([CH3:23])[CH3:21])[CH:11]=[CH:12][CH:13]=1 |^1:35,37,56,75|. Reported procedure: 3-(2-Methoxy-ethoxymethoxy)-phenyliodide (12.1 g, 39 mmol, 96) and tetrakis(triphenylphosphine)palladium (1.2 g, 1.0 mmol) and cuprous iodide (0.096 g, 0.5 mmol) are dissolved in THF (120 mL) and to this is added piperidine (12 mL) and (trimethylsilyl)acetylene (8 mL, 57 mmol). This mixture is degassed and is then stirred for 2 hours. The reaction is then diluted with ether and washed twice with water and brine and the organic layer dried over magnesium sulfate. The solvent is removed in vacuo t... Reactants: O (water), BrC=1C=NC(=NC1)C(F)(F)F (5-bromo-2-(trifluoromethyl)pyrimidine), C(C=C)(=O)OC (methyl 2-propenoate), C1(=C(C=CC=C1)P(C1=C(C=CC=C1)C)C1=C(C=CC=C1)C)C (tri-o-tolylphosphine), TEA. The reagents and catalysts are CC(=O)[O-].CC(=O)[O-].[Pd+2] (Pd(OAc)2). Run in CN(C)C=O (DMF). Conditions: temperature 130 celsius. Yields the product FC(C1=NC=C(C=N1)/C=C/C(=O)OC)(F)F (methyl (2E)-3-[2-(trifluoromethyl)-5-pyrimidinyl]-2-propenoate). The yield is 97.7%. As a reaction SMILES: Br[C:2]1[CH:3]=[N:4][C:5]([C:8]([F:11])([F:10])[F:9])=[N:6][CH:7]=1.[C:12]([O:16][CH3:17])(=[O:15])[CH:13]=[CH2:14].C1(C)C=CC=CC=1P(C1C=CC=CC=1C)C1C=CC=CC=1C.O>CN(C=O)C.CC([O-])=O.CC([O-])=O.[Pd+2]>[F:9][C:8]([F:11])([F:10])[C:5]1[N:4]=[CH:3][C:2](/[CH:14]=[CH:13]/[C:12]([O:16][CH3:17])=[O:15])=[CH:7][N:6]=1 |f:5.6.7|. Procedure: A mixture of 5-bromo-2-(trifluoromethyl)pyrimidine (900 mg, 3.97 mmol), methyl 2-propenoate (0.533 mL, 5.95 mmol), Pd(OAc)2 (44.5 mg, 0.198 mmol), tri-o-tolylphosphine (241 mg, 0.793 mmol) and TEA (1.105 mL, 7.93 mmol) in DMF (6 mL) under argon was heated at 130° C. for 1 h. After cooling to room temperature, water (40 mL) was added to the reaction mixture and then extracted by EA (3×50 mL). The organic phase was washed with brine, dried over MgSO4 and evaporated in vacuo to afford the title com...